Dataset: the Open Reaction Database (ORD), a public repository of structured organic reaction records. Task: describe an organic reaction: reactants, conditions, products, and yield Reactants: N1=CC=CC=C1 (pyridine), C(C)(C)N(S(=O)(=O)C1=CC(=C(C=C1)Cl)Cl)CCCCO (N-isopropyl-N-(4-hydroxybutyl)-3,4-dichlorobenzenesulfonamide). Reagents/catalysts: [O-2].[O-2].[O-2].[Cr+6] (chromium trioxide). Solvent: C(Cl)Cl (methylene chloride), C(Cl)Cl (methylene chloride). Product: C(C)(C)N(S(=O)(=O)C1=CC(=C(C=C1)Cl)Cl)CCCC=O (N-isopropyl-N-(4-oxobutyl)-3,4-dichlorobenzenesulfonamide). RXN SMILES: N1C=CC=CC=1.[CH:7]([N:10]([CH2:22][CH2:23][CH2:24][CH2:25][OH:26])[S:11]([C:14]1[CH:19]=[CH:18][C:17]([Cl:20])=[C:16]([Cl:21])[CH:15]=1)(=[O:13])=[O:12])([CH3:9])[CH3:8]>C(Cl)Cl.[O-2].[O-2].[O-2].[Cr+6]>[CH:7]([N:10]([CH2:22][CH2:23][CH2:24][CH:25]=[O:26])[S:11]([C:14]1[CH:19]=[CH:18][C:17]([Cl:20])=[C:16]([Cl:21])[CH:15]=1)(=[O:12])=[O:13])([CH3:9])[CH3:8] |f:3.4.5.6|. Reported procedure: Pyridine-chromic acid complex was prepared by adding chromium trioxide (26.4 g, 94 m. moles) to pyridine (41.76 g) in methylene chloride (660 ml). The reaction mixture was stirred at room temperature for 3/4 hours. Then N-isopropyl-N-(4-hydroxybutyl)-3,4-dichlorobenzenesulfonamide prepared in the preceding paragraph (15.01 g) in methylene chloride (150 ml) was added all at once. After 1/2 hour the liquid was decanted and washed with 5% aqueous NaOH, 5% aqueous HCl, 5% aqueous NaHCO3 and finally ... Reaction SMILES: C(OC([NH:8][C:9]1[CH:10]=[C:11]2[C:16](=[CH:17][CH:18]=1)[N:15]=[CH:14][C:13]([C:19]([O:21][CH3:22])=[O:20])=[CH:12]2)=O)(C)(C)C.[ClH:23].O1CCOCC1>C(Cl)Cl>[ClH:23].[ClH:23].[NH2:8][C:9]1[CH:10]=[C:11]2[C:16](=[CH:17][CH:18]=1)[N:15]=[CH:14][C:13]([C:19]([O:21][CH3:22])=[O:20])=[CH:12]2 |f:4.5.6|. Conditions: time 8 hour. Solvent: C(Cl)Cl (methylene chloride). Yields the product Cl.Cl.NC=1C=C2C=C(C=NC2=CC1)C(=O)OC (methyl 6-aminoquinoline-3-carboxylate dihydrochloride). Procedure details: To a solution of methyl 6-[(tert-butoxycarbonyl)amino]quinoline-3-carboxylate (Int-2, 1.28 g, 4.23 mmol) in methylene chloride (38 mL) was added hydrochloric acid in 1,4-dioxane (4.0 M, 10.6 mL, 42.3 mmol). The reaction was stirred at room temperature overnight then concentrated under reduced pressure. The crude reside was dried in vacuo and used as obtained. LC-MS: (FA) ES+ 203; 1H NMR (400 MHz, d6-DMSO) δ ppm 9.14 (s, 1H), 9.08 (d, J=1.8 Hz, 1H), 8.10 (d, J=9.1 Hz, 1H), 7.62 (dd, J=9.1, 2.4 Hz... The reactants are C(C)(C)(C)OC(=O)NC=1C=C2C=C(C=NC2=CC1)C(=O)OC (methyl 6-[(tert-butoxycarbonyl)amino]quinoline-3-carboxylate), Cl (hydrochloric acid), O1CCOCC1 (1,4-dioxane). The reactants are ClC(=O)OC1=CC=CC=C1 (phenyl chloroformate), NC1=NC(=CC(=N1)OC(F)F)C (2-amino-4-difluoromethoxy-6-methyl-pyrimidine). Reagents/catalysts: CN(C1=CC=NC=C1)C (4-dimethylamino-pyridine). Run in O1CCCC1 (tetrahydrofuran), C(C)(=O)OCC (ethyl acetate). Conditions: time 24 hour. Yields the product Cl.NC1=NC(=CC(=N1)OC(F)F)C (2-amino-4-difluoromethoxy-6-methyl-pyrimidine hydrochloride). The yield is 58.6%. RXN SMILES: [Cl:1]C(OC1C=CC=CC=1)=O.[NH2:11][C:12]1[N:17]=[C:16]([O:18][CH:19]([F:21])[F:20])[CH:15]=[C:14]([CH3:22])[N:13]=1>CN(C)C1C=CN=CC=1.O1CCCC1.C(OCC)(=O)C>[ClH:1].[NH2:11][C:12]1[N:17]=[C:16]([O:18][CH:19]([F:21])[F:20])[CH:15]=[C:14]([CH3:22])[N:13]=1 |f:5.6|. Procedure details: 3.9 g (0.025 mol) of phenyl chloroformate and 0.05 g of 4-dimethylamino-pyridine are added in succession to a solution of 9.0 g (0.05 mol) of 2-amino-4-difluoromethoxy-6-methyl-pyrimidine in 30 ml of absolute tetrahydrofuran. The solution is stirred at 20°-25° C. for 24 hours and the reaction mixture is then diluted with 250 ml of ethyl acetate and the precipitate is separated off. 3.1 g of 2-amino-4-difluoromethoxy-6-methyl-pyrimidine hydrochloride of melting point 204°-205° C. (decomposition) ...